Dataset: the Open Reaction Database (ORD), a public repository of structured organic reaction records. Task: describe an organic reaction: reactants, conditions, products, and yield Starting materials: C(C)(=O)C=1C=CC=C2C=CC(=NC12)C(=O)OC (methyl 8-acetylquinoline-2-carboxylate), TEA, [Si](C)(C)(C(C)(C)C)OS(=O)(=O)C(F)(F)F (TBSOTf). Solvent: C(Cl)Cl (DCM). Reaction conditions: temperature 0 celsius, time 50 minute. Product: [Si](C)(C)(C(C)(C)C)OC(=C)C=1C=CC=C2C=CC(=NC12)C(=O)OC (methyl 8-(1-((tert-butyldimethylsilyl)oxy)vinyl)quinoline-2-carboxylate). RXN SMILES: [C:1]([C:4]1[CH:5]=[CH:6][CH:7]=[C:8]2[C:13]=1[N:12]=[C:11]([C:14]([O:16][CH3:17])=[O:15])[CH:10]=[CH:9]2)(=[O:3])[CH3:2].[Si:18](OS(C(F)(F)F)(=O)=O)([C:21]([CH3:24])([CH3:23])[CH3:22])([CH3:20])[CH3:19]>C(Cl)Cl>[Si:18]([O:3][C:1]([C:4]1[CH:5]=[CH:6][CH:7]=[C:8]2[C:13]=1[N:12]=[C:11]([C:14]([O:16][CH3:17])=[O:15])[CH:10]=[CH:9]2)=[CH2:2])([C:21]([CH3:24])([CH3:23])[CH3:22])([CH3:20])[CH3:19]. Procedure details: To a solution of methyl 8-acetylquinoline-2-carboxylate (1.98 g, 8.64 mmol) in DCM (25 mL) at 0° C. was added TEA (1.56 mL, 11.23 mmol) followed by TBSOTf (1.66 mL, 9.50 mmol). The reaction mixture was stirred at 0° C. for 50 min. The mixture was then partitioned between saturated NaHCO3 and DCM. The organic layer was separated, and the aq. layer was extracted with DCM (2×). The combined organic layers were then dried over anhydrous MgSO4, filtered, and concentrated in vacuo to give methyl 8-(1-...